From a dataset of the Open Reaction Database (ORD), a public repository of structured organic reaction records. describe an organic reaction: reactants, conditions, products, and yield Starting materials: O=C([O-])[O-], Cc1ccc2[nH]c(=O)c(C#N)c(N3CCN(C(=O)c4cccs4)CC3)c2c1, ClCCN1CCOCC1, [K+], [K+], CN(C)C=O, O. Yields the product Cc1ccc2c(c1)c(N1CCN(C(=O)c3cccs3)CC1)c(C#N)c(=O)n2CCN1CCOCC1. RXN SMILES: [C:37](=[O:38])([O-:39])[O-:40].[CH3:1][c:2]1[cH:3][c:4]2[c:5]([N:15]3[CH2:16][CH2:17][N:18]([C:21](=[O:22])[c:23]4[s:24][cH:25][cH:26][cH:27]4)[CH2:19][CH2:20]3)[c:6]([C:13]#[N:14])[c:7](=[O:12])[nH:8][c:9]2[cH:10][cH:11]1.[Cl:28][CH2:29][CH2:30][N:31]1[CH2:32][CH2:33][O:34][CH2:35][CH2:36]1.[K+:41].[K+:42].[O:44]=[CH:45][N:46]([CH3:47])[CH3:48].[OH2:43]>>[CH3:1][c:2]1[cH:3][c:4]2[c:5]([N:15]3[CH2:16][CH2:17][N:18]([C:21](=[O:22])[c:23]4[s:24][cH:25][cH:26][cH:27]4)[CH2:19][CH2:20]3)[c:6]([C:13]#[N:14])[c:7](=[O:12])[n:8]([CH2:29][CH2:30][N:31]3[CH2:32][CH2:33][O:34][CH2:35][CH2:36]3)[c:9]2[cH:10][cH:11]1. The reactants are CN(C(C(=S)OCC)=CC=C(C(=O)OCC)C1=CC=CC=C1)C (diethyl 2-dimethylamino-5-phenylthio-2,4-hexadienedioate), CC[O-].[Na+] (sodium ethylate), C1(=CC=CC=C1)C1=CC=C(CSCC(=O)OCC)C=C1 (ethyl (4-phenylbenzylthio)acetate), F[B-](F)(F)F.CN(C(=CC=[N+](C)C)C(=O)OCC)C (N-(3-dimethylamino-3-ethoxycarbonylpropenylidene)-N-methylmethanaminium tetrafluoroborate), ethanolic solution. Solvent: C(C)O (ethanol). Yields the product CN(C(C(=O)OCC)=CC=C(C(=O)OCC)SCC1=CC=C(C=C1)C1=CC=CC=C1)C (diethyl 2-dimethylamino-5-(4-phenylbenzylthio)-2,4-hexadienedioate). Isolated yield 68.6%. RXN SMILES: CN(C)C(=CC=C(C1C=CC=CC=1)C(OCC)=O)C(OCC)=S.F[B-](F)(F)F.[CH3:29][N:30]([CH3:42])[C:31]([C:37]([O:39][CH2:40][CH3:41])=[O:38])=[CH:32][CH:33]=[N+](C)C.CC[O-].[Na+].[C:47]1([C:53]2[CH:66]=[CH:65][C:56]([CH2:57][S:58][CH2:59][C:60]([O:62][CH2:63][CH3:64])=[O:61])=[CH:55][CH:54]=2)[CH:52]=[CH:51][CH:50]=[CH:49][CH:48]=1>C(O)C>[CH3:29][N:30]([CH3:42])[C:31](=[CH:32][CH:33]=[C:59]([S:58][CH2:57][C:56]1[CH:55]=[CH:54][C:53]([C:47]2[CH:52]=[CH:51][CH:50]=[CH:49][CH:48]=2)=[CH:66][CH:65]=1)[C:60]([O:62][CH2:63][CH3:64])=[O:61])[C:37]([O:39][CH2:40][CH3:41])=[O:38] |f:1.2,3.4|. Procedure: The procedure is as in Example 2 for the preparation of diethyl 2-dimethylamino-5-phenylthio-2,4-hexadienedioate, starting with N-(3-dimethylamino-3-ethoxycarbonylpropenylidene)-N-methylmethanaminium tetrafluoroborate (5.7 g), a 2M ethanolic solution of sodium ethylate (10 cc) and ethyl (4-phenylbenzylthio)acetate (5.7 g) in ethanol (50 cc). After purification by chromatography on a silica column with a mixture of cyclohexane and ethyl acetate (70:30 by volume) as eluent, diethyl 2-dimethylamino... The reactants are NC(C(=O)NC=1N=CN(C1)C(CN1CCCC1)(C)C)C (2-Amino-N-[1-(1,1-dimethyl-2-pyrrolidin-1-yl-ethyl)-1H-imidazol-4-yl]-propionamide), FC=1C=C(C=C(C1)F)CC(=O)O ((3,5-Difluoro-phenyl)-acetic acid). The product is FC=1C=C(C=C(C1)F)CC(=O)NC(C(=O)NC=1N=CN(C1)C(CN1CCCC1)(C)C)C (2-[2-(3,5-Difluoro-phenyl)-acetylamino]-N-[1-(1,1-dimethyl-2-pyrrolidin-1-yl-ethyl)-1H-imidazol-4-yl]-propionamide). As a reaction SMILES: [NH2:1][CH:2]([CH3:20])[C:3]([NH:5][C:6]1[N:7]=[CH:8][N:9]([C:11]([CH3:19])([CH3:18])[CH2:12][N:13]2[CH2:17][CH2:16][CH2:15][CH2:14]2)[CH:10]=1)=[O:4].[F:21][C:22]1[CH:23]=[C:24]([CH2:29][C:30](O)=[O:31])[CH:25]=[C:26]([F:28])[CH:27]=1>>[F:21][C:22]1[CH:23]=[C:24]([CH2:29][C:30]([NH:1][CH:2]([CH3:20])[C:3]([NH:5][C:6]2[N:7]=[CH:8][N:9]([C:11]([CH3:19])([CH3:18])[CH2:12][N:13]3[CH2:14][CH2:15][CH2:16][CH2:17]3)[CH:10]=2)=[O:4])=[O:31])[CH:25]=[C:26]([F:28])[CH:27]=1. Procedure details: 2-Amino-N-[1-(1,1-dimethyl-2-pyrrolidin-1-yl-ethyl)-1H-imidazol-4-yl]-propionamide was coupled with (3,5-Difluoro-phenyl)-acetic acid to provide the title compound: 1H NMR (400 MHz) 1.41 (d, 3H), 1.51 (s, 6H), 1.48 (s, 4H), 2.32 (s, 4H), 2.7 (s, 2H), 3.5 (s, 2H), 4.88-4.83 (m, 1H), 7.44 (d, 1H, J=1.4 Hz), 6.63-6.68 (m, 1H), 6.71-6.90 (M, 2 h), 7.58 (d, 1H, J=1.7 Hz), 11.8 (brs, 1H) MS m/z 434.2 (M+1). Reactants: N1C=C(C=2C1=NC=CC2)C2=NC(=NC=C2)N[C@@H]2CC[C@H](CC2)O (trans-4-[4-(1H-Pyrrolo[2,3-b]pyridin-3-yl)-pyrimidin-2-ylamino]-cyclohexanol), CI (methyl iodide), C(=O)([O-])[O-].[K+].[K+] (K2CO3), CN(C)C=O (DMF). Run in O (water). Run at temperature 50 celsius. Product: CN1C=C(C=2C1=NC=CC2)C2=NC(=NC=C2)N[C@@H]2CC[C@H](CC2)O (trans-4-[4-(1-Methyl-1H-pyrrolo[2,3-b]pyridin-3-yl)-pyrimidin-2-ylamino]-cyclohexanol). Yield: 78.8%. Reaction SMILES: [NH:1]1[C:5]2=[N:6][CH:7]=[CH:8][CH:9]=[C:4]2[C:3]([C:10]2[CH:15]=[CH:14][N:13]=[C:12]([NH:16][C@H:17]3[CH2:22][CH2:21][C@H:20]([OH:23])[CH2:19][CH2:18]3)[N:11]=2)=[CH:2]1.CI.[C:26]([O-])([O-])=O.[K+].[K+].CN(C=O)C>O>[CH3:26][N:1]1[C:5]2=[N:6][CH:7]=[CH:8][CH:9]=[C:4]2[C:3]([C:10]2[CH:15]=[CH:14][N:13]=[C:12]([NH:16][C@H:17]3[CH2:18][CH2:19][C@H:20]([OH:23])[CH2:21][CH2:22]3)[N:11]=2)=[CH:2]1 |f:2.3.4|. Reported procedure: To a flask was added compound 18 (17 mg), methyl iodide (7.8 mg), K2CO3 (10 mg), and DMF (1 mL). The mixture was heated to 50° C. for 2 hrs, then poured into water and extracted with EtOAc. The organic layer was separated, dried with MgSO4, then concentrated and the residue was purified by flash chromatography [DCM:MeOH/9.5:0.5] to afford 14 mg (82%) of the desired product. 1H NMR (300 MHz, CDCl3) δ 8.70 (d, 1 H), 8.40 (d, 1 H), 8.20 (d, 1 H), 7.85 (s, 1 H), 7.20 (dd, 1 H), 6.80 (d, 1 H), 5.00 (...